From a dataset of the Open Reaction Database (ORD), a public repository of structured organic reaction records. describe an organic reaction: reactants, conditions, products, and yield The reactants are COCCOC, CC(C)(C)OC(=O)n1c(-c2cc(OS(=O)(=O)C(F)(F)F)c(Cl)c3c2C(=O)NC3)cc2cc(CN3CCCCC3)ccc21, [Cs+], [F-], O, OB(O)c1ccccc1. The product is CC(C)(C)OC(=O)n1c(-c2cc(-c3ccccc3)c(Cl)c3c2C(=O)NC3)cc2cc(CN3CCCCC3)ccc21. Reaction SMILES: [CH2:55]([CH2:56][O:57][CH3:58])[O:59][CH3:60].[Cl:1][c:2]1[c:3]2[c:7]([c:8](-[c:19]3[n:20]([C:35](=[O:36])[O:37][C:38]([CH3:39])([CH3:40])[CH3:41])[c:21]4[cH:22][cH:23][c:24]([CH2:28][N:29]5[CH2:30][CH2:31][CH2:32][CH2:33][CH2:34]5)[cH:25][c:26]4[cH:27]3)[cH:9][c:10]1[O:11][S:12]([C:13]([F:14])([F:15])[F:16])(=[O:17])=[O:18])[C:6](=[O:42])[NH:5][CH2:4]2.[Cs+:53].[F-:52].[OH2:54].[OH:43][B:44]([OH:45])[c:46]1[cH:47][cH:48][cH:49][cH:50][cH:51]1>>[Cl:1][c:2]1[c:3]2[c:7]([c:8](-[c:19]3[n:20]([C:35](=[O:36])[O:37][C:38]([CH3:39])([CH3:40])[CH3:41])[c:21]4[cH:22][cH:23][c:24]([CH2:28][N:29]5[CH2:30][CH2:31][CH2:32][CH2:33][CH2:34]5)[cH:25][c:26]4[cH:27]3)[cH:9][c:10]1-[c:46]1[cH:47][cH:48][cH:49][cH:50][cH:51]1)[C:6](=[O:42])[NH:5][CH2:4]2. The reactants are FB(F)F, CCc1ccc2sc(C(O)c3cc(Br)c4ccccc4c3)cc2c1, CC[SiH](CC)CC, ClCCl, CCOCC, CO, O. The product is CCc1ccc2sc(Cc3cc(Br)c4ccccc4c3)cc2c1. Reaction SMILES: [B:13]([F:14])([F:15])[F:16].[Br:17][c:18]1[cH:19][c:20]([CH:28]([OH:29])[c:30]2[cH:31][c:32]3[c:33]([s:34]2)[cH:35][cH:36][c:37]([CH2:39][CH3:40])[cH:38]3)[cH:21][c:22]2[cH:23][cH:24][cH:25][cH:26][c:27]12.[CH2:1]([SiH:2]([CH2:3][CH3:4])[CH2:5][CH3:6])[CH3:7].[CH2:43]([Cl:44])[Cl:45].[CH2:8]([O:9][CH2:10][CH3:11])[CH3:12].[CH3:41][OH:42].[OH2:46]>>[Br:17][c:18]1[cH:19][c:20]([CH2:28][c:30]2[cH:31][c:32]3[c:33]([s:34]2)[cH:35][cH:36][c:37]([CH2:39][CH3:40])[cH:38]3)[cH:21][c:22]2[cH:23][cH:24][cH:25][cH:26][c:27]12. Starting materials: C(C)(C)(C)C1=CC=C(C=C1)S(=O)(=O)NC1=C(C=C(C=C1)Cl)N1N=NC(=C1C)I (4-tert-butyl-N-(4-chloro-2-(4-iodo-5-methyl 1H-1,2,3-triazol-1-yl)phenyl)benzenesulfonamide), CC(=O)C (Acetone). Reaction conditions: time 15 minute. The product is C(C)(C)(C)C1=CC=C(C=C1)S(=O)(=O)NC1=C(C=C(C=C1)Cl)N1N=NC=C1C (4-tert-Butyl-N-(4-chloro-2-(5-methyl-1H-1,2,3-triazol-1-yl)phenyl)benzenesulfonamide). RXN SMILES: [C:1]([C:5]1[CH:10]=[CH:9][C:8]([S:11]([NH:14][C:15]2[CH:20]=[CH:19][C:18]([Cl:21])=[CH:17][C:16]=2[N:22]2[C:26]([CH3:27])=[C:25](I)[N:24]=[N:23]2)(=[O:13])=[O:12])=[CH:7][CH:6]=1)([CH3:4])([CH3:3])[CH3:2].CC(C)=O>>[C:1]([C:5]1[CH:10]=[CH:9][C:8]([S:11]([NH:14][C:15]2[CH:20]=[CH:19][C:18]([Cl:21])=[CH:17][C:16]=2[N:22]2[C:26]([CH3:27])=[CH:25][N:24]=[N:23]2)(=[O:13])=[O:12])=[CH:7][CH:6]=1)([CH3:4])([CH3:3])[CH3:2]. Procedure: 4-tert-butyl-N-(4-chloro-2-(4-iodo-5-methyl 1H-1,2,3-triazol-1-yl)phenyl)benzenesulfonamide (synthesized according to general procedure P, 75 mg, 0.14 mmol) was placed in a 10 mL 2-neck flask and the flask was evacuated and purged with N2 three times. To the solid was added THF (0.71 mL) and the solution was lowered to −78° C. PhMgBr (0.079 mL, 1.8 M) was added to the solution and it was stirred for 15 minutes. n-BuLi (0.069 mL, 2.0 M) was subsequently added and the reaction was stirred an addit... Starting materials: CO, CCC(CC(=O)O)c1cccc(O)c1F, O=S(=O)(O)O. Product: CCC(CC(=O)OC)c1cccc(O)c1F. RXN SMILES: [CH3:21][OH:22].[F:1][c:2]1[c:3]([CH:9]([CH2:10][C:11](=[O:12])[OH:13])[CH2:14][CH3:15])[cH:4][cH:5][cH:6][c:7]1[OH:8].[S:16](=[O:17])(=[O:18])([OH:19])[OH:20]>>[F:1][c:2]1[c:3]([CH:9]([CH2:10][C:11](=[O:12])[O:13][CH3:21])[CH2:14][CH3:15])[cH:4][cH:5][cH:6][c:7]1[OH:8]. The reactants are BrC=1C=C2C=3CC(CCC3N(C2=CC1)[Si](C(C)C)(C(C)C)C(C)C)N(C)C (6-bromo-3-(dimethyl)amino-9-triisopropylsilyl-1,2,3,4-tetrahydro-9H-carbazole), C(C)(C)(C)[Li] (t-butyllithium), [OH-].[Na+] (sodium hydroxide), CN(C(C1=CC=CC=C1)=O)OC (N-methyl-N-methoxybenzamide). Solvent: O1CCCC1 (tetrahydrofuran). Run at time 30 minute. The product is C(C1=CC=CC=C1)(=O)C=1C=C2C=3CC(CCC3N(C2=CC1)[Si](C(C)C)(C(C)C)C(C)C)N(C)C (6-benzoyl-3-(dimethyl)amino-9-triisopropylsilyl-1,2,3,4-tetrahydro-9H-carbazole). The yield is 91.1%. Reaction SMILES: Br[C:2]1[CH:3]=[C:4]2[C:12](=[CH:13][CH:14]=1)[N:11]([Si:15]([CH:22]([CH3:24])[CH3:23])([CH:19]([CH3:21])[CH3:20])[CH:16]([CH3:18])[CH3:17])[C:10]1[CH2:9][CH2:8][CH:7]([N:25]([CH3:27])[CH3:26])[CH2:6][C:5]2=1.C([Li])(C)(C)C.CN(OC)[C:35](=[O:42])[C:36]1[CH:41]=[CH:40][CH:39]=[CH:38][CH:37]=1.[OH-].[Na+]>O1CCCC1>[C:35]([C:2]1[CH:3]=[C:4]2[C:12](=[CH:13][CH:14]=1)[N:11]([Si:15]([CH:19]([CH3:20])[CH3:21])([CH:16]([CH3:18])[CH3:17])[CH:22]([CH3:24])[CH3:23])[C:10]1[CH2:9][CH2:8][CH:7]([N:25]([CH3:26])[CH3:27])[CH2:6][C:5]2=1)(=[O:42])[C:36]1[CH:41]=[CH:40][CH:39]=[CH:38][CH:37]=1 |f:3.4|. Reported procedure: To a solution of 0.50 gm (1.11 mMol) 6-bromo-3-(dimethyl)amino-9-triisopropylsilyl-1,2,3,4-tetrahydro-9H-carbazole in 50 mL tetrahydrofuran at −78° C. were added 1.96 mL (3.33 mMol) t-butyllithium (1.7 M in pentane) and the resulting dark solution was allowed to stir for 30 minutes. To this mixture were then added 0.20 gm (1.22 mMol) N-methyl-N-methoxybenzamide and the reaction mixture was allowed to warm to room temperature over 1 hour. The reaction mixture was then treated with 0.1 N sodium hy... The reactants are CC=1C=2C=C(C=CC2N(C1C=3C=CC(=CC3)O)CC=4C=CC(=CC4)OCCN5CCCCCC5)O (bazedoxifene), C(C)(C)O (isopropyl alcohol). Run in CO (methanol), CO (methanol). Run at temperature 27.5 celsius, time 1 hour. Yields the product CC=1C=2C=C(C=CC2N(C1C=3C=CC(=CC3)O)CC=4C=CC(=CC4)OCCN5CCCCCC5)O.CC(=O)O (Bazedoxifene Acetate). As a reaction SMILES: [CH3:1][C:2]1[C:3]2[CH:4]=[C:5]([OH:35])[CH:6]=[CH:7][C:8]=2[N:9]([CH2:18][C:19]2[CH:20]=[CH:21][C:22]([O:25][CH2:26][CH2:27][N:28]3[CH2:34][CH2:33][CH2:32][CH2:31][CH2:30][CH2:29]3)=[CH:23][CH:24]=2)[C:10]=1[C:11]1[CH:12]=[CH:13][C:14]([OH:17])=[CH:15][CH:16]=1.[CH:36]([OH:39])([CH3:38])C>CO>[CH3:1][C:2]1[C:3]2[CH:4]=[C:5]([OH:35])[CH:6]=[CH:7][C:8]=2[N:9]([CH2:18][C:19]2[CH:24]=[CH:23][C:22]([O:25][CH2:26][CH2:27][N:28]3[CH2:29][CH2:30][CH2:31][CH2:32][CH2:33][CH2:34]3)=[CH:21][CH:20]=2)[C:10]=1[C:11]1[CH:12]=[CH:13][C:14]([OH:17])=[CH:15][CH:16]=1.[CH3:38][C:36]([OH:39])=[O:17] |f:3.4|. Procedure: Crystalline bazedoxifene free base (5 g) is charged in methanol (100 mL) heated at reflux temperature to make a clear solution. The solution is filtered and cooled to 25-30° C. followed by addition of acetic acid (0.82 g). The reaction mixture is stirred for about 1 hour. In a separate flask, slurry of crystalline Form D of bazedoxifene acetate is prepared by providing seed of Form D (250 mg) in methanol (5 mL). The said seed slurry is added to the previous reaction mixture and further it is coo... Starting materials: ClC=1C=C(C(=O)OC)C=CC1OC(C)C (methyl 3-chloro-4-isopropoxybenzoate), C(#N)C=1C=C(C(=O)O)C=C(C1)OC(C)C (3-cyano-5-isopropoxybenzoic acid). Product: ClC=1C=C(C(=O)O)C=CC1OC(C)C (3-chloro-4-isopropoxybenzoic acid). Reaction SMILES: [Cl:1][C:2]1[CH:3]=[C:4]([CH:9]=[CH:10][C:11]=1[O:12][CH:13]([CH3:15])[CH3:14])[C:5]([O:7]C)=[O:6].C(C1C=C(C=C(OC(C)C)C=1)C(O)=O)#N>>[Cl:1][C:2]1[CH:3]=[C:4]([CH:9]=[CH:10][C:11]=1[O:12][CH:13]([CH3:15])[CH3:14])[C:5]([OH:7])=[O:6]. Reported procedure: Prepared from methyl 3-chloro-4-isopropoxybenzoate according to the procedure for 3-cyano-5-isopropoxybenzoic acid. LCMS-ESI (m/z) calculated for C10H11CLO3: 214.7. found 215.0 [M+H]+, tR=3.22 min. 1H NMR (400 MHz, CDCl3) δ 12.94 (s, 1H), 7.98-7.74 (m, 2H), 7.26 (d, J=8.9 Hz, 1H), 4.80 (dt, J=12.1, 6.0 Hz, 1H), 1.33 (t, J=5.6 Hz, 6H). Starting materials: NC=1N=C(C2=C(N1)N=CC=C2)O (2-Amino-4-hydroxypyrido[2,3-d]pyrimidine), P12(=S)SP3(=S)SP(=S)(S1)SP(=S)(S2)S3 (phosphorus pentasulfide). Solvent: N1=CC=CC=C1 (pyridine). The product is NC=1N=C(C2=C(N1)N=CC=C2)S (2-Amino-4-mercaptopyrido[2,3-d]pyrimidine). Reaction SMILES: [NH2:1][C:2]1[N:3]=[C:4](O)[C:5]2[CH:11]=[CH:10][CH:9]=[N:8][C:6]=2[N:7]=1.P12(SP3(SP(SP(S3)(S1)=S)(=S)S2)=S)=[S:14]>N1C=CC=CC=1>[NH2:1][C:2]1[N:3]=[C:4]([SH:14])[C:5]2[CH:11]=[CH:10][CH:9]=[N:8][C:6]=2[N:7]=1. Procedure details: 2-Amino-4-hydroxypyrido[2,3-d]pyrimidine (8.1 gm) is heated to boiling for ten hours with phosphorus pentasulfide (25 gm) in pyridine (125 ml). After the solvent has been distilled off, the residue is triturated with water, made alkaline with sodium hydroxide solution, and purified with activated charcoal, and the filtrate is acidified with acetic acid. The yellow fine crystalline powder precipitate is washed with water and dried. Reactants: Cl (HCl), CN1CCOCC1 (NMM), ClC(=O)OCC(C)C (isobutyl chloroformate), N([C@@H](CC1=CN(C=N1)S(=O)(=O)C1=CC=C(C)C=C1)C(=O)O)C(=O)OC(C)(C)C (Boc-His(Tos)-OH), N[C@H](CC1=CN(C2=CC=CC=C12)C=O)C(=O)N[C@@H](CC1=CC=CC=C1)C(=O)N(C)CC1=CC=CC=C1 (H-D-Trp(CHO)-Phe-NMeBzl), CN1CCOCC1 (NMM). The solvent is CN(C)C=O (DMF), CN(C)C=O (DMF). The product is N([C@@H](CC1=CN(C=N1)S(=O)(=O)C1=CC=C(C)C=C1)C(=O)N[C@H](CC1=CN(C2=CC=CC=C12)C=O)C(=O)N[C@@H](CC1=CC=CC=C1)C(=O)N(C)CC1=CC=CC=C1)C(=O)OC(C)(C)C (Boc-His(Tos)-D-Trp(CHO)-Phe-NMeBzl). Reaction SMILES: [NH:1]([C:22]([O:24][C:25]([CH3:28])([CH3:27])[CH3:26])=[O:23])[C@H:2]([C:19]([OH:21])=O)[CH2:3][C:4]1[N:8]=[CH:7][N:6]([S:9]([C:12]2[CH:18]=[CH:17][C:15]([CH3:16])=[CH:14][CH:13]=2)(=[O:11])=[O:10])[CH:5]=1.CN1CCOCC1.ClC(OCC(C)C)=O.Cl.[NH2:45][C@@H:46]([C:59]([NH:61][C@H:62]([C:70]([N:72]([CH2:74][C:75]1[CH:80]=[CH:79][CH:78]=[CH:77][CH:76]=1)[CH3:73])=[O:71])[CH2:63][C:64]1[CH:69]=[CH:68][CH:67]=[CH:66][CH:65]=1)=[O:60])[CH2:47][C:48]1[C:56]2[C:51](=[CH:52][CH:53]=[CH:54][CH:55]=2)[N:50]([CH:57]=[O:58])[CH:49]=1>CN(C=O)C>[NH:1]([C:22]([O:24][C:25]([CH3:27])([CH3:28])[CH3:26])=[O:23])[C@H:2]([C:19]([NH:45][C@@H:46]([C:59]([NH:61][C@H:62]([C:70]([N:72]([CH2:74][C:75]1[CH:76]=[CH:77][CH:78]=[CH:79][CH:80]=1)[CH3:73])=[O:71])[CH2:63][C:64]1[CH:65]=[CH:66][CH:67]=[CH:68][CH:69]=1)=[O:60])[CH2:47][C:48]1[C:56]2[C:51](=[CH:52][CH:53]=[CH:54][CH:55]=2)[N:50]([CH:57]=[O:58])[CH:49]=1)=[O:21])[CH2:3][C:4]1[N:8]=[CH:7][N:6]([S:9]([C:12]2[CH:18]=[CH:17][C:15]([CH3:16])=[CH:14][CH:13]=2)(=[O:10])=[O:11])[CH:5]=1. Procedure details: A solution of Boc-His(Tos)-OH (0.82 g) in DMF (10 ml) was cooled at -15° C. To the solution, NMM (0.22 ml) and isobutyl chloroformate (0.26 ml) were added successively and the mixture was stirred for ten minutes. On the other and, a solution of HCl.H-D-Trp(CHO)-Phe-NMeBzl in DMF (10 ml) was cooled at -15° C. and thereto was added NMM (0.22 ml). This solution was added to the above mentioned mixture and stirred for an hour at -15° C. After evaporation and extraction with ethyl acetate, the organi... Reactants: [Br-], Cc1ccccc1, Fc1ccc([Mg+])cc1, O=C1CN(C(c2ccccc2)c2ccccc2)C1. Product: OC1(c2ccc(F)cc2)CN(C(c2ccccc2)c2ccccc2)C1. Reaction SMILES: [Br-:1].[CH3:28][c:29]1[cH:30][cH:31][cH:32][cH:33][cH:34]1.[F:2][c:3]1[cH:4][cH:5][c:6]([Mg+:9])[cH:7][cH:8]1.[c:10]1([CH:16]([N:17]2[CH2:18][C:19](=[O:21])[CH2:20]2)[c:22]2[cH:23][cH:24][cH:25][cH:26][cH:27]2)[cH:11][cH:12][cH:13][cH:14][cH:15]1>>[F:2][c:3]1[cH:4][cH:5][c:6]([C:19]2([OH:21])[CH2:18][N:17]([CH:16]([c:10]3[cH:11][cH:12][cH:13][cH:14][cH:15]3)[c:22]3[cH:23][cH:24][cH:25][cH:26][cH:27]3)[CH2:20]2)[cH:7][cH:8]1.